Task: describe an organic reaction: reactants, conditions, products, and yield. Dataset: the Open Reaction Database (ORD), a public repository of structured organic reaction records The reactants are CC1Cc2ccc(Br)cc2CN1, Nc1nc(Cl)cc(Cl)n1. The product is CC1Cc2ccc(Br)cc2CN1c1cc(Cl)nc(N)n1. Reaction SMILES: [Br:1][c:2]1[cH:3][cH:4][c:5]2[c:10]([cH:11]1)[CH2:9][NH:8][CH:7]([CH3:12])[CH2:6]2.[NH2:13][c:14]1[n:15][c:16]([Cl:21])[cH:17][c:18]([Cl:20])[n:19]1>>[Br:1][c:2]1[cH:3][cH:4][c:5]2[c:10]([cH:11]1)[CH2:9][N:8]([c:18]1[cH:17][c:16]([Cl:21])[n:15][c:14]([NH2:13])[n:19]1)[CH:7]([CH3:12])[CH2:6]2. The reactants are C(=O)O.ClC=1C=[N+](C=C(C1C[C@@H](C1=CC(=C(C=C1)OC)OC)OC(C1=CC(=CC(=C1)CN(C1=C(C=CC=C1)F)C(=O)O[C@H]1CN2CCC1CC2)Br)=O)Cl)[O-] ([(1S)-2-(3,5-dichloro-1-oxido-pyridin-1-ium-4-yl)-1-(3,4-dimethoxylphenyl)ethyl]3-bromo-5-[(2-fluoro-N-[(3R)-quinuclidin-3-yl]oxycarbonyl-anilino)methyl]benzoate formate), CB1OBOBO1 (methylboroxine), ClC=1C=[N+](C=C(C1C[C@H](O)C1=CC(=C(C=C1)OC)OC)Cl)[O-] ((S)-3,5-dichloro-4-(2-(3,4-dimethoxylphenyl)-2-hydroxyethyl)pyridine 1-oxide), Cl.CN(CCCN=C=NCC)C (N-(3-dimethylaminopropyl)-N′-ethylcarbodiimide hydrochloride), Cl (HCl). The reagents and catalysts are C=1C=CC(=CC1)[P](C=2C=CC=CC2)(C=3C=CC=CC3)[Pd]([P](C=4C=CC=CC4)(C=5C=CC=CC5)C=6C=CC=CC6)([P](C=7C=CC=CC7)(C=8C=CC=CC8)C=9C=CC=CC9)[P](C=1C=CC=CC1)(C=1C=CC=CC1)C=1C=CC=CC1 (Pd(PPh3)4), CN(C1=CC=NC=C1)C (4-(dimethylamino)-pyridine). Run in O1CCOCC1 (dioxane), O (water), CN(C)C=O (DMF). Reaction conditions: temperature 160 celsius, time 18 hour. Yields the product ClC=1C=[N+](C=C(C1C[C@@H](C1=CC(=C(C=C1)OC)OC)OC(C1=CC(=CC(=C1)C)CN(C1=C(C=CC=C1)F)C(=O)O[C@H]1CN2CCC1CC2)=O)Cl)[O-] ([(1S)-2-(3,5-dichloro-1-oxido-pyridin-1-ium-4-yl)-1-(3,4-dimethoxylphenyl)ethyl]3-[(2-fluoro-N-[(3R)-quinuclidin-3-yl]oxycarbonyl-anilino)methyl]-5-methyl-benzoate). Yield: 12.9%. Reaction SMILES: [CH:1](O)=O.[Cl:4][C:5]1[CH:6]=[N+:7]([O-:54])[CH:8]=[C:9]([Cl:53])[C:10]=1[CH2:11][C@H:12]([O:23][C:24](=[O:52])[C:25]1[CH:30]=[C:29]([CH2:31][N:32]([C:40]([O:42][C@@H:43]2[CH:48]3[CH2:49][CH2:50][N:45]([CH2:46][CH2:47]3)[CH2:44]2)=[O:41])[C:33]2[CH:38]=[CH:37][CH:36]=[CH:35][C:34]=2[F:39])[CH:28]=[C:27](Br)[CH:26]=1)[C:13]1[CH:18]=[CH:17][C:16]([O:19][CH3:20])=[C:15]([O:21][CH3:22])[CH:14]=1.CB1OBOBO1.Cl.ClC1C=[N+]([O-])C=C(Cl)C=1C[C@@H](C1C=CC(OC)=C(OC)C=1)O.Cl.CN(C)CCCN=C=NCC>O1CCOCC1.O.CN(C=O)C.CN(C)C1C=CN=CC=1.C1C=CC([P]([Pd]([P](C2C=CC=CC=2)(C2C=CC=CC=2)C2C=CC=CC=2)([P](C2C=CC=CC=2)(C2C=CC=CC=2)C2C=CC=CC=2)[P](C2C=CC=CC=2)(C2C=CC=CC=2)C2C=CC=CC=2)(C2C=CC=CC=2)C2C=CC=CC=2)=CC=1>[Cl:4][C:5]1[CH:6]=[N+:7]([O-:54])[CH:8]=[C:9]([Cl:53])[C:10]=1[CH2:11][C@H:12]([O:23][C:24](=[O:52])[C:25]1[CH:26]=[C:27]([CH3:1])[CH:28]=[C:29]([CH2:31][N:32]([C:40]([O:42][C@@H:43]2[CH:48]3[CH2:49][CH2:50][N:45]([CH2:46][CH2:47]3)[CH2:44]2)=[O:41])[C:33]2[CH:38]=[CH:37][CH:36]=[CH:35][C:34]=2[F:39])[CH:30]=1)[C:13]1[CH:18]=[CH:17][C:16]([O:19][CH3:20])=[C:15]([O:21][CH3:22])[CH:14]=1 |f:0.1,5.6,^1:121,123,142,161|. Reported procedure: A mixture of [(1S)-2-(3,5-dichloro-1-oxido-pyridin-1-ium-4-yl)-1-(3,4-dimethoxylphenyl)ethyl]3-bromo-5-[(2-fluoro-N-[(3R)-quinuclidin-3-yl]oxycarbonyl-anilino)methyl]benzoate formate salt (98 mg, 0.20 mmol), methylboroxine (0.03 mL, 0.20 mmol) and Pd(PPh3)4 (23 mg, 0.02 mmol) in 10% dioxane in water (2.5 mL) was heated to 160° C. under microwave irradiation for 5 minutes. After cooling to room temperature, the reaction mixture was neutralized with 0.30 mL of 2 N HCl and filtered through celite, ... Reactants: CN(C)C=O, C=C[Sn](CCCC)(CCCC)CCCC, N#Cc1nn(-c2c(Cl)cc(C(F)(F)F)cc2Cl)c(N)c1I, O. The product is C=Cc1c(C#N)nn(-c2c(Cl)cc(C(F)(F)F)cc2Cl)c1N. RXN SMILES: [CH3:37][N:38]([CH3:39])[CH:40]=[O:41].[CH:22](=[CH2:23])[Sn:24]([CH2:25][CH2:26][CH2:27][CH3:28])([CH2:29][CH2:30][CH2:31][CH3:32])[CH2:33][CH2:34][CH2:35][CH3:36].[NH2:1][c:2]1[c:3]([I:21])[c:4]([C:19]#[N:20])[n:5][n:6]1-[c:7]1[c:8]([Cl:18])[cH:9][c:10]([C:14]([F:15])([F:16])[F:17])[cH:11][c:12]1[Cl:13].[OH2:42]>>[NH2:1][c:2]1[c:3]([CH:22]=[CH2:23])[c:4]([C:19]#[N:20])[n:5][n:6]1-[c:7]1[c:8]([Cl:18])[cH:9][c:10]([C:14]([F:15])([F:16])[F:17])[cH:11][c:12]1[Cl:13]. Reactants: CC(C)(C)c1ccc2c(c1)CC(=O)NC2=O, CC(=O)O, COC(OC)OC. Product: COC=C1C(=O)NC(=O)c2ccc(C(C)(C)C)cc21. As a reaction SMILES: [C:1]([CH3:2])([CH3:3])([CH3:4])[c:5]1[cH:6][c:7]2[c:12]([cH:13][cH:14]1)[C:11](=[O:15])[NH:10][C:9](=[O:16])[CH2:8]2.[CH3:24][C:25](=[O:26])[OH:27].[CH:17]([O:18][CH3:19])([O:20][CH3:21])[O:22][CH3:23]>>[C:1]([CH3:2])([CH3:3])([CH3:4])[c:5]1[cH:6][c:7]2[c:12]([cH:13][cH:14]1)[C:11](=[O:15])[NH:10][C:9](=[O:16])[C:8]2=[CH:17][O:18][CH3:19]. The reactants are CC(=O)Nc1ccc(C(=O)CBr)cc1, CC#N, O=C(OC1CN2CCC1CC2)C(Nc1ccccc1)c1ccccc1. The product is [Br-], CC(=O)Nc1ccc(C(=O)C[N+]23CCC(CC2)C(OC(=O)C(Nc2ccccc2)c2ccccc2)C3)cc1. RXN SMILES: [Br:26][CH2:27][C:28](=[O:29])[c:30]1[cH:31][cH:32][c:33]([NH:36][C:37]([CH3:38])=[O:39])[cH:34][cH:35]1.[CH3:40][C:41]#[N:42].[c:1]1([CH:7]([C:8](=[O:9])[O:10][CH:11]2[CH2:12][N:13]3[CH2:14][CH2:15][CH:16]2[CH2:17][CH2:18]3)[NH:19][c:20]2[cH:21][cH:22][cH:23][cH:24][cH:25]2)[cH:2][cH:3][cH:4][cH:5][cH:6]1>>[Br-:26].[c:1]1([CH:7]([C:8](=[O:9])[O:10][CH:11]2[CH2:12][N+:13]3([CH2:27][C:28](=[O:29])[c:30]4[cH:31][cH:32][c:33]([NH:36][C:37]([CH3:38])=[O:39])[cH:34][cH:35]4)[CH2:14][CH2:15][CH:16]2[CH2:17][CH2:18]3)[NH:19][c:20]2[cH:21][cH:22][cH:23][cH:24][cH:25]2)[cH:2][cH:3][cH:4][cH:5][cH:6]1. Reactants: C(C)(C)(C)OC(NC1=CC(=CC=C1)C(C)NC1=NC=NC2=C(C=CC=C12)C(N)=O)=O ({3-[1-(8-Carbamoyl-quinazolin-4-ylamino)-ethyl]-phenyl}-carbamic acid tert-butyl ester), Cl (hydrogen chloride). Run in CO (methanol). Run at time 8 hour. Product: NC=1C=C(C=CC1)C(C)NC1=NC=NC2=C(C=CC=C12)C(=O)N (4-[1-(3-Amino-phenyl)-ethylamino]-quinazoline-8-carboxylic acid amide). RXN SMILES: C(OC(=O)[NH:7][C:8]1[CH:13]=[CH:12][CH:11]=[C:10]([CH:14]([NH:16][C:17]2[C:26]3[C:21](=[C:22]([C:27](=[O:29])[NH2:28])[CH:23]=[CH:24][CH:25]=3)[N:20]=[CH:19][N:18]=2)[CH3:15])[CH:9]=1)(C)(C)C.Cl>CO>[NH2:7][C:8]1[CH:9]=[C:10]([CH:14]([NH:16][C:17]2[C:26]3[C:21](=[C:22]([C:27]([NH2:28])=[O:29])[CH:23]=[CH:24][CH:25]=3)[N:20]=[CH:19][N:18]=2)[CH3:15])[CH:11]=[CH:12][CH:13]=1. Procedure: To a solution of crude {3-[1-(8-Carbamoyl-quinazolin-4-ylamino)-ethyl]-phenyl}-carbamic acid tert-butyl ester in methanol (20 ml) was added methanolic hydrogen chloride (22.46 ml; 4.00 M; 89.83 mmol; 10.00 eq.). Stirred overnight and the resulting solid was filtered to obtain 2.0 g of the title product in 64% overall yield MS (M+1) 307 Reactants: CCCC[N+](CCCC)(CCCC)CCCC.[F-] (TBAF), [Si](C)(C)(C(C)(C)C)OCCOC1=NC=C(C=C1C1=NC(=CC2=C1N(C(=N2)N2[C@H]1[C@H](OCC2)CCC1)C[C@@H]1CC[C@H](CC1)C)C1=NOC(N1)=O)Cl (3-{4-[2-(2-{[tert-butyl(dimethyl)silyl]oxy]ethoxy)-5-chloropyridin-3-yl}-2-[(trans)-hexahydrocyclopenta[b][1,4]oxazin-4(4aH)-yl]-3-[(trans-4-methylcyclohexyl)methyl]-3H-imidazo[4,5-c]pyridin-6-yl}-1,2,4-oxadiazol-5(4H)-one). Run in C1CCOC1 (THF). Reaction conditions: time 16 hour. The product is ClC=1C=C(C(=NC1)OCCO)C1=C2C(=CC(=N1)C1=NOC(N1)=O)N=C(N2C[C@@H]2CC[C@H](CC2)C)N2[C@H]1[C@H](OCC2)CCC1 (3-{4-[5-chloro-2-(2-hydroxyethoxy)pyridin-3-yl]-2-[(trans)-hexahydrocyclopenta[b][1,4]oxazin-4(4aH)-yl]-3-[(trans-4-methylcyclohexyl)methyl]-3H-imidazo[4,5-d]pyridin-6-yl}-1,2,4-oxadiazol-5(4H)-one). RXN SMILES: CCCC[N+](CCCC)(CCCC)CCCC.[F-].[Si]([O:26][CH2:27][CH2:28][O:29][C:30]1[C:35]([C:36]2[C:41]3[N:42]([CH2:54][C@H:55]4[CH2:60][CH2:59][C@H:58]([CH3:61])[CH2:57][CH2:56]4)[C:43]([N:45]4[CH2:50][CH2:49][O:48][C@@H:47]5[CH2:51][CH2:52][CH2:53][C@@H:46]45)=[N:44][C:40]=3[CH:39]=[C:38]([C:62]3[NH:66][C:65](=[O:67])[O:64][N:63]=3)[N:37]=2)=[CH:34][C:33]([Cl:68])=[CH:32][N:31]=1)(C(C)(C)C)(C)C>C1COCC1>[Cl:68][C:33]1[CH:34]=[C:35]([C:36]2[N:37]=[C:38]([C:62]3[NH:66][C:65](=[O:67])[O:64][N:63]=3)[CH:39]=[C:40]3[N:44]=[C:43]([N:45]4[CH2:50][CH2:49][O:48][C@@H:47]5[CH2:51][CH2:52][CH2:53][C@@H:46]45)[N:42]([CH2:54][C@H:55]4[CH2:56][CH2:57][C@H:58]([CH3:61])[CH2:59][CH2:60]4)[C:41]=23)[C:30]([O:29][CH2:28][CH2:27][OH:26])=[N:31][CH:32]=1 |f:0.1|. Procedure: TBAF (0.1 mL, 1 M in THF, 0.1 mmol) was added to solution of 3-{4-[2-(2-{[tert-butyl(dimethyl)silyl]oxy]ethoxy)-5-chloropyridin-3-yl}-2-[(trans)-hexahydrocyclopenta[b][1,4]oxazin-4(4aH)-yl]-3-[(trans-4-methylcyclohexyl)methyl]-3H-imidazo[4,5-c]pyridin-6-yl}-1,2,4-oxadiazol-5(4H)-one (racemic, 20 mg, 0.027 mmol) in THF (1.0 mL) at room temperature and stirred for 16 hours. The reaction was concentrated, and the residue was dissolved in CH2Cl2/IPA (4:1, 15 mL) and washed twice using water (10 mL).... Starting materials: BrC(CCCCCCCCCO)CC(F)(F)Cl (10-bromo-12-chloro-12,12-difluorododecanol), N12CCCCCC2=NCCC1 (1,8-diazabicyclo[5.4.0]undec-7-ene). Solvent: C(Cl)Cl (methylene chloride). Run at time 16 hour. The product is ClC(C=CCCCCCCCCCO)(F)F (12-chloro-12,12-difluoro-10-dodecenol). Reaction SMILES: Br[CH:2]([CH2:13][C:14]([Cl:17])([F:16])[F:15])[CH2:3][CH2:4][CH2:5][CH2:6][CH2:7][CH2:8][CH2:9][CH2:10][CH2:11][OH:12].N12CCCN=C1CCCCC2>C(Cl)Cl>[Cl:17][C:14]([F:15])([F:16])[CH:13]=[CH:2][CH2:3][CH2:4][CH2:5][CH2:6][CH2:7][CH2:8][CH2:9][CH2:10][CH2:11][OH:12]. Procedure details: The stirred intermediate 10-bromo-12-chloro-12,12-difluorododecanol, 31.9 grams (0.095 mole), was cooled, and 15.9 grams (0.11 mole) of 1,8-diazabicyclo[5.4.0]undec-7-ene (DBU) was added dropwise. Upon completion of addition the reaction mixture was allowed to warm to ambient temperature where it was stirred for 16 hours. After this time the reaction mixture was warmed to 70° C. where it was stirred for one hour. The reaction mixture was cooled, and then it was taken up in 200 mL of methylene ch...